This data is from the Open Reaction Database (ORD), a public repository of structured organic reaction records. The task is: describe an organic reaction: reactants, conditions, products, and yield Reactants: N1(CCNCC1)C(=O)OC(C)(C)C (1-tert-butyl 1-piperazinecarboxylate), FC=1C=CC(=C(C1)OC)[N+](=O)[O-] (5-fluoro-2-nitroanisole), C(C)N(C(C)C)C(C)C (N-ethyl-N-isopropylpropan-2-amine). The solvent is CS(=O)C (DMSO). Reaction conditions: temperature 95 celsius. The product is COC=1C=C(C=CC1[N+](=O)[O-])N1CCN(CC1)C(=O)OC(C)(C)C (tert-butyl 4-(3-methoxy-4-nitrophenyl)piperazine-1-carboxylate). The yield is 100.4%. Reaction SMILES: [N:1]1([C:7]([O:9][C:10]([CH3:13])([CH3:12])[CH3:11])=[O:8])[CH2:6][CH2:5][NH:4][CH2:3][CH2:2]1.F[C:15]1[CH:16]=[CH:17][C:18]([N+:23]([O-:25])=[O:24])=[C:19]([O:21][CH3:22])[CH:20]=1.C(N(C(C)C)C(C)C)C>CS(C)=O>[CH3:22][O:21][C:19]1[CH:20]=[C:15]([N:4]2[CH2:5][CH2:6][N:1]([C:7]([O:9][C:10]([CH3:13])([CH3:12])[CH3:11])=[O:8])[CH2:2][CH2:3]2)[CH:16]=[CH:17][C:18]=1[N+:23]([O-:25])=[O:24]. Reported procedure: A solution of 1-tert-butyl 1-piperazinecarboxylate (Sigma Aldrich, 3.37 g, 18.12 mmol), 5-fluoro-2-nitroanisole (Oakwood Products, West Columbia, S.C., 3.10 g, 18.12 mmol) and N-ethyl-N-isopropylpropan-2-amine (6.31 mL, 36.2 mmol) in DMSO (11 mL) in a 20 mL glass microwave tube was sealed and heated in a heating block at 95° C. overnight (20 h). Upon cooling, the reaction mixture crystallized to a yellow solid. It was diluted with 150 mL of EtOAc, washed sequentially with 20 mL of water, 20 mL o...